Dataset: the Open Reaction Database (ORD), a public repository of structured organic reaction records. Task: describe an organic reaction: reactants, conditions, products, and yield The reactants are C1(\C=C/C(=O)O1)=O (maleic anhydride), C(C)(C)(C)OOC(C)(C)C (di-t-butyl peroxide), C(C)(=O)OCCCC (n-butyl acetate), C(C(=C)C)(=O)O (methacrylic acid). Solvent: O (water). Reaction conditions: temperature 120 celsius, time 1 hour. The product is C(C(=C)C)(=O)[O-].C(\C=C/C(=O)[O-])(=O)[O-] (methacrylate maleate). Reaction SMILES: [C:1]1(=[O:7])[O:6][C:4](=[O:5])[CH:3]=[CH:2]1.C([O:12]OC(C)(C)C)(C)(C)C.C(OCCCC)(=O)C.[C:26]([OH:31])(=[O:30])[C:27]([CH3:29])=[CH2:28]>O>[C:26]([O-:31])(=[O:30])[C:27]([CH3:29])=[CH2:28].[C:1]([O-:6])(=[O:7])/[CH:2]=[CH:3]\[C:4]([O-:12])=[O:5] |f:5.6|. Procedure: To a 4-neck, 500 ml round bottom flask equipped as in Example 1 were added 50 g (0.51 mole) maleic anhydride, 8.0 g di-t-butyl peroxide and 150 g n-butyl acetate. The reaction system was purged with nitrogen and heated to reflux (about 120° C.). Once at reflux, 44 g (0.51 mole) methacrylic acid was added continuously to the solution over a 1-hour period. Reflux was maintained for an additional 7 hours. Then 220 g of water was added to the polymerization solution and the resulting mixture was hel... The reactants are Clc1ccc2c(n1)CCN(Cc1ccccc1)C2, ClCCl, [Cu+2], NCCN1CCCC1, O=S(=O)([O-])[O-]. The product is c1ccc(CN2CCc3nc(NCCN4CCCC4)ccc3C2)cc1. Reaction SMILES: [CH2:1]([c:2]1[cH:3][cH:4][cH:5][cH:6][cH:7]1)[N:8]1[CH2:9][c:10]2[cH:11][cH:12][c:13]([Cl:18])[n:14][c:15]2[CH2:16][CH2:17]1.[Cl:27][CH2:28][Cl:29].[Cu+2:30].[N:19]1([CH2:24][CH2:25][NH2:26])[CH2:20][CH2:21][CH2:22][CH2:23]1.[O-:31][S:32](=[O:33])(=[O:34])[O-:35]>>[CH2:1]([c:2]1[cH:3][cH:4][cH:5][cH:6][cH:7]1)[N:8]1[CH2:9][c:10]2[cH:11][cH:12][c:13]([NH:26][CH2:25][CH2:24][N:19]3[CH2:20][CH2:21][CH2:22][CH2:23]3)[n:14][c:15]2[CH2:16][CH2:17]1. Reactants: CCN=C=NCCCN(C)C, ClCCl, Cl, Fc1ccc(-c2nccnc2N2CCNCC2)cc1, O, On1nnc2ccccc21, CN(CC(=O)O)S(=O)(=O)c1ccccc1. Product: CN(CC(=O)N1CCN(c2nccnc2-c2ccc(F)cc2)CC1)S(=O)(=O)c1ccccc1. Reaction SMILES: [CH3:28][N:29]([CH3:30])[CH2:31][CH2:32][CH2:33][N:34]=[C:35]=[N:36][CH2:37][CH3:38].[Cl:58][CH2:59][Cl:60].[ClH:27].[F:39][c:40]1[cH:41][cH:42][c:43](-[c:46]2[c:47]([N:52]3[CH2:53][CH2:54][NH:55][CH2:56][CH2:57]3)[n:48][cH:49][cH:50][n:51]2)[cH:44][cH:45]1.[OH2:16].[OH:17][n:18]1[c:19]2[cH:20][cH:21][cH:22][cH:23][c:24]2[n:25][n:26]1.[c:1]1([S:7](=[O:8])(=[O:9])[N:10]([CH3:11])[CH2:12][C:13](=[O:14])[OH:15])[cH:2][cH:3][cH:4][cH:5][cH:6]1>>[c:1]1([S:7](=[O:8])(=[O:9])[N:10]([CH3:11])[CH2:12][C:13](=[O:15])[N:55]2[CH2:54][CH2:53][N:52]([c:47]3[c:46](-[c:43]4[cH:42][cH:41][c:40]([F:39])[cH:45][cH:44]4)[n:51][cH:50][cH:49][n:48]3)[CH2:57][CH2:56]2)[cH:2][cH:3][cH:4][cH:5][cH:6]1. The reactants are [BH3-]C#N, CC(C)=O, CC(=O)O, [Na+], O=C([O-])C(F)(F)F, O=C(c1cc2cc(OCC3CNCCO3)ccc2n1CC(F)(F)F)N1CCOCC1, C1CCOC1, O. Product: CC(C)N1CCOC(COc2ccc3c(c2)cc(C(=O)N2CCOCC2)n3CC(F)(F)F)C1. RXN SMILES: [C:47]([BH3-:48])#[N:49].[CH3:39][C:40]([CH3:41])=[O:42].[CH3:43][C:44](=[O:45])[OH:46].[Na+:50].[O-:31][C:32]([C:33]([F:34])([F:35])[F:36])=[O:37].[O:1]1[CH2:2][CH2:3][N:4]([C:7](=[O:8])[c:9]2[n:10]([CH2:26][C:27]([F:28])([F:29])[F:30])[c:11]3[cH:12][cH:13][c:14]([O:18][CH2:19][CH:20]4[O:21][CH2:22][CH2:23][NH:24][CH2:25]4)[cH:15][c:16]3[cH:17]2)[CH2:5][CH2:6]1.[O:51]1[CH2:52][CH2:53][CH2:54][CH2:55]1.[OH2:38]>>[O:1]1[CH2:2][CH2:3][N:4]([C:7](=[O:8])[c:9]2[n:10]([CH2:26][C:27]([F:28])([F:29])[F:30])[c:11]3[cH:12][cH:13][c:14]([O:18][CH2:19][CH:20]4[O:21][CH2:22][CH2:23][N:24]([CH:40]([CH3:39])[CH3:41])[CH2:25]4)[cH:15][c:16]3[cH:17]2)[CH2:5][CH2:6]1. Starting materials: CCOC(=O)C1(F)C2CC(N)C(NC(=O)OC(C)(C)C)(C(=O)OCC)C21, ClC(Cl)Cl, [Cl-], Clc1ccc(CBr)cc1Cl, [Na+], c1ccncc1. RXN SMILES: [CH2:17]([CH3:18])[O:19][C:20](=[O:21])[C:22]1([NH:35][C:36](=[O:37])[O:38][C:39]([CH3:40])([CH3:41])[CH3:42])[CH:23]2[C:24]([C:29](=[O:30])[O:31][CH2:32][CH3:33])([F:34])[CH:25]2[CH2:26][CH:27]1[NH2:28].[CH:45]([Cl:46])([Cl:47])[Cl:48].[Cl-:44].[Cl:7][c:8]1[cH:9][c:10]([CH2:11][Br:12])[cH:13][cH:14][c:15]1[Cl:16].[Na+:43].[cH:1]1[cH:2][cH:3][n:4][cH:5][cH:6]1>>[Cl:7][c:8]1[cH:9][c:10]([CH2:11][NH:28][CH:27]2[C:22]([C:20]([O:19][CH2:17][CH3:18])=[O:21])([NH:35][C:36](=[O:37])[O:38][C:39]([CH3:40])([CH3:41])[CH3:42])[CH:23]3[C:24]([C:29](=[O:30])[O:31][CH2:32][CH3:33])([F:34])[CH:25]3[CH2:26]2)[cH:13][cH:14][c:15]1[Cl:16]. The product is CCOC(=O)C1(F)C2CC(NCc3ccc(Cl)c(Cl)c3)C(NC(=O)OC(C)(C)C)(C(=O)OCC)C21. Starting materials: N1(N=NC2=C1C=CC=C2)CN2C(=NC1=C2C=CC(=C1)OC)S(=O)CC1=NC=C(C(=C1C)OC)C (1-[(benzotriazol-1-yl)methyl]-5-methoxy-2-[[(3,5-dimethyl-4-methoxy-2-pyridyl)methyl]sulfinyl]-1H-benzimidazole), COC1=CC2=C(NC(=N2)S(=O)CC2=NC=C(C(=C2C)OC)C)C=C1 (5-Methoxy-2-[[(3,5-dimethyl-4-methoxy-2-pyridyl)methyl]sulfinyl]-1H-benzimidazole), CC(C)([O-])C.[Na+] (Sodium tert-butoxide), ClCN1N=NC2=C1C=CC=C2 (1-(chloromethyl)-1H-benzotriazole), COC1=CC2=C(NC(=N2)S(=O)CC2=NC=C(C(=C2C)OC)C)C=C1 (5-methoxy-2-[[(3,5-dimethyl-4-methoxy-2-pyridyl)methyl]sulfinyl]-1H-benzimidazole). Run in ClCCl (dichloromethane), C(Cl)(Cl)Cl.CO (chloroform methanol). Reaction conditions: temperature 30 celsius, time 3 day. The product is N1(N=NC2=C1C=CC=C2)CN2C(=NC1=C2C=C(C=C1)OC)S(=O)CC1=NC=C(C(=C1C)OC)C (1-[(benzotriazol-1-yl)methyl]-6-methoxy-2-[[(3,5-dimethyl-4-methoxy-2-pyridyl)methyl]sulfinyl]-1H-benzimidazole). RXN SMILES: [CH3:1][O:2][C:3]1[CH:24]=[CH:23][C:6]2[NH:7][C:8]([S:10]([CH2:12][C:13]3[C:18]([CH3:19])=[C:17]([O:20][CH3:21])[C:16]([CH3:22])=[CH:15][N:14]=3)=[O:11])=[N:9][C:5]=2[CH:4]=1.CC(C)([O-])C.[Na+].Cl[CH2:32][N:33]1[C:37]2[CH:38]=[CH:39][CH:40]=[CH:41][C:36]=2[N:35]=[N:34]1.N1(CN2C3C=CC(OC)=CC=3N=C2S(CC2C(C)=C(OC)C(C)=CN=2)=O)C2C=CC=CC=2N=N1>ClCCl.C(Cl)(Cl)Cl.CO>[N:33]1([CH2:32][N:9]2[C:5]3[CH:4]=[C:3]([O:2][CH3:1])[CH:24]=[CH:23][C:6]=3[N:7]=[C:8]2[S:10]([CH2:12][C:13]2[C:18]([CH3:19])=[C:17]([O:20][CH3:21])[C:16]([CH3:22])=[CH:15][N:14]=2)=[O:11])[C:37]2[CH:38]=[CH:39][CH:40]=[CH:41][C:36]=2[N:35]=[N:34]1 |f:1.2,6.7|. Reported procedure: 5-Methoxy-2-[[(3,5-dimethyl-4-methoxy-2-pyridyl)methyl]sulfinyl]-1H-benzimidazole (172 mg) was dissolved in 20 ml of dichloromethane. Sodium tert-butoxide (55 mg) and 1-(chloromethyl)-1H-benzotriazole (85 mg) was added. The reaction mixture was stirred at 30° C. for 3 days. TLC analysis (developing solvent; chloroform-methanol 15:1) showed major one spot of 1-[(benzotriazol-1-yl)methyl]-5-methoxy-2-[[(3,5-dimethyl-4-methoxy-2-pyridyl)methyl]sulfinyl]-1H-benzimidazole above 5-methoxy-2-[[(3,5-dim... The reactants are C(C)(C)(C)OC(=O)N1CCC(CC1)N(CC=1C=NC2=CC=CC=C2C1)CC(C)C (4-{Isobutyl-[(quinolin-3-yl)methyl]-amino}-piperidine-1-carboxylic acid tert-butyl ester), C1(=CC=CC=C1)OC (anisole), FC(C(=O)O)(F)F (Trifluoroacetic acid). Solvent: ClCCl (dichloromethane). Reaction conditions: temperature 0 celsius, time 1 hour. The product is CC(CN(C1CCNCC1)CC=1C=NC2=CC=CC=C2C1)C (N-(2-methylpropyl)-N-[(quinolin-3-yl)methyl]piperidin-4-amine). The yield is 99.0%. RXN SMILES: C(OC([N:8]1[CH2:13][CH2:12][CH:11]([N:14]([CH2:26][CH:27]([CH3:29])[CH3:28])[CH2:15][C:16]2[CH:17]=[N:18][C:19]3[C:24]([CH:25]=2)=[CH:23][CH:22]=[CH:21][CH:20]=3)[CH2:10][CH2:9]1)=O)(C)(C)C.C1(OC)C=CC=CC=1.FC(F)(F)C(O)=O>ClCCl>[CH3:28][CH:27]([CH3:29])[CH2:26][N:14]([CH2:15][C:16]1[CH:17]=[N:18][C:19]2[C:24]([CH:25]=1)=[CH:23][CH:22]=[CH:21][CH:20]=2)[CH:11]1[CH2:10][CH2:9][NH:8][CH2:13][CH2:12]1. Procedure details: 4-{Isobutyl-[(quinolin-3-yl)methyl]-amino}-piperidine-1-carboxylic acid tert-butyl ester is added to a stirred solution of dichloromethane (5 ml) and anisole (9.0 ml, 82.8 mmol). The reaction is cooled to 0° C. Trifluoroacetic acid (6.0 ml, 72.9 mmol) is then added. The reaction is stirred for 1 h at 0° C. and then for 2 h at room temperature. The reaction is loaded onto a pre-washed SCX-2 (10 g) column and washed with methanol (200 ml). The product is then eluted with 2M ammonia in methanol (10... Starting materials: FC(C=1C=C(C=C(C1)C(F)(F)F)C(C(=O)N(C)C=1C=NC(=CC1C1=C(C=CC=C1)Br)Cl)(C)C)(F)F (2-(3,5-bis-trifluoromethyl-phenyl)-N-[4-(2-bromo-phenyl)-6-chloro-pyridin-3-yl]-N-methyl-isobutyramide), CS(=O)C (dimethyl sulfoxide), OC[C@H]1NC[C@@H](C1)O ((2S,4R)-2-(hydroxymethyl)-4-hydroxypyrrolidine). The solvent is C(C)(=O)OCC (ethyl acetate). Reaction conditions: temperature 130 celsius, time 24 hour. The product is FC(C=1C=C(C=C(C1)C(F)(F)F)C(C(=O)N(C)C=1C=NC(=CC1C1=C(C=CC=C1)Br)N1[C@@H](C[C@H](C1)O)CO)(C)C)(F)F ((2S,4R)-2-(3,5-Bis-trifluoromethyl-phenyl)-N-[4-(2-bromo-phenyl)-6-(4-hydroxy-2-hydroxymethyl-pyrrolidin-1-yl)-pyridin-3-yl]-N-methyl-isobutyramide). The yield is 47.6%. RXN SMILES: [F:1][C:2]([F:35])([F:34])[C:3]1[CH:4]=[C:5]([C:13]([CH3:33])([CH3:32])[C:14]([N:16]([C:18]2[CH:19]=[N:20][C:21](Cl)=[CH:22][C:23]=2[C:24]2[CH:29]=[CH:28][CH:27]=[CH:26][C:25]=2[Br:30])[CH3:17])=[O:15])[CH:6]=[C:7]([C:9]([F:12])([F:11])[F:10])[CH:8]=1.CS(C)=O.[OH:40][CH2:41][C@@H:42]1[CH2:46][C@@H:45]([OH:47])[CH2:44][NH:43]1>C(OCC)(=O)C>[F:1][C:2]([F:35])([F:34])[C:3]1[CH:4]=[C:5]([C:13]([CH3:33])([CH3:32])[C:14]([N:16]([C:18]2[CH:19]=[N:20][C:21]([N:43]3[CH2:44][C@H:45]([OH:47])[CH2:46][C@H:42]3[CH2:41][OH:40])=[CH:22][C:23]=2[C:24]2[CH:29]=[CH:28][CH:27]=[CH:26][C:25]=2[Br:30])[CH3:17])=[O:15])[CH:6]=[C:7]([C:9]([F:12])([F:11])[F:10])[CH:8]=1. Procedure details: A mixture of 800 mg (1.38 mmol) 2-(3,5-bis-trifluoromethyl-phenyl)-N-[4-(2-bromo-phenyl)-6-chloro-pyridin-3-yl]-N-methyl-isobutyramide, 4 ml dimethyl sulfoxide and 1.15 g (6.9 mmol) (2S,4R)-2-(hydroxymethyl)-4-hydroxypyrrolidine was stirred at 130° C. for 24 h. The reaction mixture was cooled to room temperature, diluted with 100 ml ethyl acetate and washed with 200 ml 1 N sodium carbonate solution and 100 ml water. The combined aqueous layers were extracted twice with 100 ml ethyl acetate. The ... The reactants are OC1=C(C=O)C=C(C=C1)OC (2-hydroxy-5-methoxybenzaldehyde), NC1=CC=CC=C1 (aniline), [H][H] (hydrogen). Reagents/catalysts: [Pd] (Pd/C). The solvent is CO (methanol). Reaction conditions: time 3 hour. The product is OC1=C(CNC2=CC=CC=C2)C=C(C=C1)OC (N-(2-hydroxy-5-methoxybenzyl)aniline). Yield: 78.6%. As a reaction SMILES: [OH:1][C:2]1[CH:9]=[CH:8][C:7]([O:10][CH3:11])=[CH:6][C:3]=1[CH:4]=O.[NH2:12][C:13]1[CH:18]=[CH:17][CH:16]=[CH:15][CH:14]=1.[H][H]>[Pd].CO>[OH:1][C:2]1[CH:9]=[CH:8][C:7]([O:10][CH3:11])=[CH:6][C:3]=1[CH2:4][NH:12][C:13]1[CH:18]=[CH:17][CH:16]=[CH:15][CH:14]=1. Reported procedure: A mixture of 15.2 g of 2-hydroxy-5-methoxybenzaldehyde, 15 g of aniline and 200 ml of methanol was stirred for 3 hours. The mixture was then hydrogenated at 40 psi in the presence of 2.0 g of 10% Pd/C until 0.1 mole of hydrogen was consumed. The catalyst was removed by filtration and the filtrate was concentrated in vacuo to a yellow oil which was crystallized from ether-n-hexane to yield 18 g of N-(2-hydroxy-5-methoxybenzyl)aniline. M.p. 82.5°-8° C.